Dataset: the Open Reaction Database (ORD), a public repository of structured organic reaction records. Task: describe an organic reaction: reactants, conditions, products, and yield Starting materials: (R)-5-Biphenyl-4-ylmethyl-3-[1-dimethylaminometh-(E/Z)-ylidene]-2-oxo-pyrrolidine-1-carboxylic acid tert-butyl ester, C(C)(C)(C)OC(=O)N1C(/C(/C[C@H]1CC1=CC=C(C=C1)C1=CC=CC=C1)=C/N(C(C)C)C(C)C)=O ((R)-5-biphenyl-4-ylmethyl-3-[1-diisopropylamino-meth-(E)-ylidene]-2-oxo-pyrrolidine-1-carboxylic acid tert-butyl ester), C1CCOC1 (THF), C(C)(=O)O[BH-](OC(C)=O)OC(C)=O.[Na+] (Sodium triacetoxyborohydride). Solvent: O (Water). Reaction conditions: time 1 hour. The product is C(C)(C)(C)OC(=O)N1C(C(C[C@H]1CC1=CC=C(C=C1)C1=CC=CC=C1)=C)=O ((R)-5-Biphenyl-4-ylmethyl-3-methylene-2-oxo-pyrrolidine-1-carboxylic acid tert-butyl ester). As a reaction SMILES: [C:1]([O:5][C:6]([N:8]1[C@H:12]([CH2:13][C:14]2[CH:19]=[CH:18][C:17]([C:20]3[CH:25]=[CH:24][CH:23]=[CH:22][CH:21]=3)=[CH:16][CH:15]=2)[CH2:11]/[C:10](=[CH:26]\N(C(C)C)C(C)C)/[C:9]1=[O:34])=[O:7])([CH3:4])([CH3:3])[CH3:2].C1COCC1.C(O[BH-](OC(=O)C)OC(=O)C)(=O)C.[Na+]>O>[C:1]([O:5][C:6]([N:8]1[C@H:12]([CH2:13][C:14]2[CH:15]=[CH:16][C:17]([C:20]3[CH:21]=[CH:22][CH:23]=[CH:24][CH:25]=3)=[CH:18][CH:19]=2)[CH2:11][C:10](=[CH2:26])[C:9]1=[O:34])=[O:7])([CH3:4])([CH3:3])[CH3:2] |f:2.3|. Procedure details: (R)-5-Biphenyl-4-ylmethyl-3-[1-dimethylaminometh-(E/Z)-ylidene]-2-oxo-pyrrolidine-1-carboxylic acid tert-butyl ester (7-a, R1=Boc, R6=Me, R7=Me) (100 mg, 0.25 mmol) is added to THF (0.5 ml) at 0° C. Sodium triacetoxyborohydride (111 mg, 0.50 mmol) is then added. The mixture is stirred for 1 h then stirred at room temperature overnight. Water (5 ml) is added and then extracted with toluene. Organic phase dried (MgSO4) and concentrated in vacuo to give (R)-5-Biphenyl-4-ylmethyl-3-methylene-2-oxo-p... The reactants are ClC1=CC=2C3=C(NC2C=C1)CCN(C3)C (8-chloro-2,3,4,5-tetrahydro-2-methyl-1H-pyrido[4,3-b]indole), FC(C1=C(C=NC=C1)C=C)(F)F (4-(trifluoromethyl)-3-vinylpyridine), [OH-].[K+] (KOH). Run in CN1CCCC1=O (NMP). Product: ClC1=CC=2C3=C(N(C2C=C1)CCC=1C=NC=CC1C(F)(F)F)CCN(C3)C (8-chloro-5-(2-(4-(trifluoromethyl)pyridin-3-yl)ethyl)-2,3,4,5-tetrahydro-2-methyl-1H-pyrido[4,3-b]indole). Reaction SMILES: [Cl:1][C:2]1[CH:10]=[CH:9][C:8]2[NH:7][C:6]3[CH2:11][CH2:12][N:13]([CH3:15])[CH2:14][C:5]=3[C:4]=2[CH:3]=1.[F:16][C:17]([F:27])([F:26])[C:18]1[CH:23]=[CH:22][N:21]=[CH:20][C:19]=1[CH:24]=[CH2:25].[OH-].[K+]>CN1C(=O)CCC1>[Cl:1][C:2]1[CH:10]=[CH:9][C:8]2[N:7]([CH2:25][CH2:24][C:19]3[CH:20]=[N:21][CH:22]=[CH:23][C:18]=3[C:17]([F:27])([F:16])[F:26])[C:6]3[CH2:11][CH2:12][N:13]([CH3:15])[CH2:14][C:5]=3[C:4]=2[CH:3]=1 |f:2.3|. Procedure: The title compound is prepared from a mixture of 8-chloro-2,3,4,5-tetrahydro-2-methyl-1H-pyrido[4,3-b]indole, 4-(trifluoromethyl)-3-vinylpyridine and KOH (5-7 equiv) in NMP at a temperature ranging between 25 deg C. to 100 deg C. The product obtained is isolated by preparative HPLC. The reactants are O=C(Cc1cccs1)NC1C(=O)N2C(C(=O)OC(c3ccccc3)c3ccccc3)=C(c3cnc(NC(=O)c4ccccc4)s3)CSC12, O=CO. The product is O=C(Cc1cccs1)NC1C(=O)N2C(C(=O)O)=C(c3cnc(NC(=O)c4ccccc4)s3)CSC12. As a reaction SMILES: [C:1]([c:2]1[cH:3][cH:4][cH:5][cH:6][cH:7]1)(=[O:8])[NH:9][c:10]1[s:11][c:12]([C:15]2=[C:16]([C:33](=[O:34])[O:35][CH:36]([c:37]3[cH:38][cH:39][cH:40][cH:41][cH:42]3)[c:43]3[cH:44][cH:45][cH:46][cH:47][cH:48]3)[N:17]3[C:18](=[O:32])[CH:19]([NH:23][C:24]([CH2:25][c:26]4[s:27][cH:28][cH:29][cH:30]4)=[O:31])[CH:20]3[S:21][CH2:22]2)[cH:13][n:14]1.[CH:49]([OH:50])=[O:51]>>[C:1]([c:2]1[cH:3][cH:4][cH:5][cH:6][cH:7]1)(=[O:8])[NH:9][c:10]1[s:11][c:12]([C:15]2=[C:16]([C:33](=[O:34])[OH:35])[N:17]3[C:18](=[O:32])[CH:19]([NH:23][C:24]([CH2:25][c:26]4[s:27][cH:28][cH:29][cH:30]4)=[O:31])[CH:20]3[S:21][CH2:22]2)[cH:13][n:14]1. Yields the product CCC1CC(N)CC1c1nnc2cnc3c(ccn3S(=O)(=O)c3ccc(C)cc3)n12. The reactants are CCC1CC(NC(C)=O)CC1c1nnc2cnc3c(ccn3S(=O)(=O)c3ccc(C)cc3)n12, C1COCCO1, Cl. As a reaction SMILES: [CH2:1]([CH3:2])[CH:3]1[CH2:4][CH:5]([NH:30][C:31](=[O:32])[CH3:33])[CH2:6][CH:7]1[c:8]1[n:9][n:10][c:11]2[n:12]1[c:13]1[c:14]([n:15][cH:16]2)[n:17]([S:20](=[O:21])(=[O:22])[c:23]2[cH:24][cH:25][c:26]([CH3:27])[cH:28][cH:29]2)[cH:18][cH:19]1.[CH2:35]1[O:36][CH2:37][CH2:38][O:39][CH2:40]1.[ClH:34]>>[CH2:1]([CH3:2])[CH:3]1[CH2:4][CH:5]([NH2:30])[CH2:6][CH:7]1[c:8]1[n:9][n:10][c:11]2[n:12]1[c:13]1[c:14]([n:15][cH:16]2)[n:17]([S:20](=[O:21])(=[O:22])[c:23]2[cH:24][cH:25][c:26]([CH3:27])[cH:28][cH:29]2)[cH:18][cH:19]1. The reactants are ClC=1C=C(C=CC(=O)OCC)C=C(C1Cl)OC (ethyl 3,4-dichloro-5-methoxycinnamate), [OH-].[Na+] (sodium hydroxide), [H-].[Al+3].[Li+].[H-].[H-].[H-] (Lithium aluminum hydride), O (water), O (water). The solvent is CCOCC (ether), CCOCC (ether). Run at time 30 minute. Yields the product ClC=1C=C(C=C(C1Cl)OC)CCCO (3-(3,4-Dichloro-5-methoxyphenyl)propanol). RXN SMILES: [H-].[Al+3].[Li+].[H-].[H-].[H-].[Cl:7][C:8]1[CH:9]=[C:10]([CH:18]=[C:19]([O:22][CH3:23])[C:20]=1[Cl:21])[CH:11]=[CH:12][C:13](OCC)=[O:14].O.[OH-].[Na+]>CCOCC>[Cl:7][C:8]1[CH:9]=[C:10]([CH2:11][CH2:12][CH2:13][OH:14])[CH:18]=[C:19]([O:22][CH3:23])[C:20]=1[Cl:21] |f:0.1.2.3.4.5,8.9|. Procedure details: Lithium aluminum hydride (1.2 g., 0.032 mole) is suspended in dry ether (100 ml.) in a flask equipped with a stirrer, upright condenser and dropping funnel and protected from moisture. To this is added dropwise with stirring a solution of ethyl 3,4-dichloro-5-methoxycinnamate (4.3 g., 0.0156 mole) in dry ether (150 ml.) over a twenty minute period. The mixture is stirred for an additional 30 minutes. Then with vigorous stirring, 1.2 g. of water is added carefully followed by 15% sodium hydroxide...